Dataset: the Open Reaction Database (ORD), a public repository of structured organic reaction records. Task: describe an organic reaction: reactants, conditions, products, and yield Reactants: C1CCOC1, COC(=O)C1(C=NOCc2ccccc2)CCCC1, CO, Cl, [Na+], [OH-], O. The product is O=C(O)C1(C=NOCc2ccccc2)CCCC1. As a reaction SMILES: [CH2:23]1[O:24][CH2:25][CH2:26][CH2:27]1.[CH3:1][O:2][C:3](=[O:4])[C:5]1([CH:10]=[N:11][O:12][CH2:13][c:14]2[cH:15][cH:16][cH:17][cH:18][cH:19]2)[CH2:6][CH2:7][CH2:8][CH2:9]1.[CH3:28][OH:29].[ClH:22].[Na+:21].[OH-:20].[OH2:30]>>[O:2]=[C:3]([OH:4])[C:5]1([CH:10]=[N:11][O:12][CH2:13][c:14]2[cH:15][cH:16][cH:17][cH:18][cH:19]2)[CH2:6][CH2:7][CH2:8][CH2:9]1. The reactants are FC(OC1=CC=C(C=C1)CC(=O)O)(F)F (4-(trifluoromethoxy)-phenylacetic acid), B.C1CCOC1 (BH3THF). Solvent: C1CCOC1 (THF). Yields the product FC(OC1=CC=C(C=C1)CCO)(F)F (2-(4-trifluoromethoxy-phenyl)-ethanol). Yield: 57.7%. As a reaction SMILES: [F:1][C:2]([F:15])([F:14])[O:3][C:4]1[CH:9]=[CH:8][C:7]([CH2:10][C:11](O)=[O:12])=[CH:6][CH:5]=1.B.C1COCC1>C1COCC1>[F:1][C:2]([F:14])([F:15])[O:3][C:4]1[CH:5]=[CH:6][C:7]([CH2:10][CH2:11][OH:12])=[CH:8][CH:9]=1 |f:1.2|. Procedure: To a stirred solution of 1.0 g (4.54 mmol) of 4-(trifluoromethoxy)-phenylacetic acid in 15 mL of anhydrous THF at 0° C. was added dropwise 9 mL (9.08 mmol) of 1 M BH3THF and the reaction allowed to warm to RT over 16 h. The mixture was cooled back down to 0° C. and the reaction quenched with 15 mL of water/acetic acid/THF (1:1:3). After warming to RT, the solvent was removed in vacuo, the residue diluted with water, and the solution extracted with EtOAc. The layers were separated, the organics w... Starting materials: CCCCCCCCO, O=S(=O)(O)O, O=C(O)c1cnccn1. The product is CCCCCCCCOC(=O)c1cnccn1. As a reaction SMILES: [CH2:1]([CH2:2][CH2:3][CH2:4][CH2:5][CH2:6][CH2:7][CH3:8])[OH:9].[S:19](=[O:20])(=[O:21])([OH:22])[OH:23].[n:10]1[c:11]([C:16](=[O:17])[OH:18])[cH:12][n:13][cH:14][cH:15]1>>[CH2:1]([CH2:2][CH2:3][CH2:4][CH2:5][CH2:6][CH2:7][CH3:8])[O:9][C:16]([c:11]1[n:10][cH:15][cH:14][n:13][cH:12]1)=[O:17]. RXN SMILES: [CH3:15][N+:16]1([O-:17])[CH2:18][CH2:20][O:19][CH2:21][CH2:22]1.[CH3:1][O:2][C:3]([c:4]1[c:5]([CH2:11][CH:12]=[CH2:13])[cH:6][c:7]([CH3:10])[cH:8][cH:9]1)=[O:14].[CH3:23][C:24](=[O:25])[CH3:26].[CH3:28][CH2:29][O:30][C:31](=[O:32])[CH3:33].[O:34]=[Os:35](=[O:36])(=[O:37])=[O:38].[OH2:27]>>[CH3:1][O:2][C:3]([c:4]1[c:5]([CH2:11][CH:12]=[O:19])[cH:6][c:7]([CH3:10])[cH:8][cH:9]1)=[O:14]. Reactants: C[N+]1([O-])CCOCC1, C=CCc1cc(C)ccc1C(=O)OC, CC(C)=O, CCOC(C)=O, O=[Os](=O)(=O)=O, O. The product is COC(=O)c1ccc(C)cc1CC=O.